This data is from the Open Reaction Database (ORD), a public repository of structured organic reaction records. The task is: describe an organic reaction: reactants, conditions, products, and yield The reactants are OC=1C(=NC(=CC1)CO)I (3-hydroxy-6-hydroxymethyl-2-iodopyridine), C(C)(=O)[O-].[K+] (potassium acetate), C1(=CC=CC=C1)P(C1=CC=CC=C1)C1=CC=CC=C1 (triphenylphosphine), C(C=C)(=O)OCC (ethyl acrylate). The reagents and catalysts are C(C)(=O)[O-].[Pd+2].C(C)(=O)[O-] (palladium acetate). The solvent is O (water), CN(C)C=O (DMF), O (water). Reaction conditions: temperature 120 celsius. The product is OC=1C(=NC(=CC1)CO)C=CC(=O)OCC (Ethyl 3-{3-hydroxy-6-hydroxymethylpyridin2-yl}propenoate). As a reaction SMILES: [OH:1][C:2]1[C:3](I)=[N:4][C:5]([CH2:8][OH:9])=[CH:6][CH:7]=1.C([O-])(=O)C.[K+].C1(P(C2C=CC=CC=2)C2C=CC=CC=2)C=CC=CC=1.[C:35]([O:39][CH2:40][CH3:41])(=[O:38])[CH:36]=[CH2:37]>CN(C=O)C.O.C([O-])(=O)C.[Pd+2].C([O-])(=O)C>[OH:1][C:2]1[C:3]([CH:37]=[CH:36][C:35]([O:39][CH2:40][CH3:41])=[O:38])=[N:4][C:5]([CH2:8][OH:9])=[CH:6][CH:7]=1 |f:1.2,7.8.9|. Reported procedure: To a solution of 3-hydroxy-6-hydroxymethyl-2-iodopyridine (708 mg, 2.82 mmol) in DMF (5.7 ml) and water (0.3 ml) were added potassium acetate (0.74 g, 7.5 mmol), triphenylphosphine (63 mg, 0.24 mmol), ethyl acrylate (0.98 ml, 0.90 g, 9.0 mmol) and palladium acetate (27 mg, 0.12 mmol). The mixture was placed under nitrogen and stirred and heated at 120° C. for 5 h. The mix was cooled and poured into water (50 ml). The product was extracted into ethyl acetate (3×20 ml) and the combined extracts we...